This data is from the Open Reaction Database (ORD), a public repository of structured organic reaction records. The task is: describe an organic reaction: reactants, conditions, products, and yield The reactants are C1COCCO1, CNCCNC, Fc1ccccn1, [Na+], [Na+], O=C([O-])[O-]. Product: CNCCN(C)c1ccccn1. As a reaction SMILES: [CH2:20]1[O:21][CH2:22][CH2:23][O:24][CH2:25]1.[CH3:8][NH:9][CH2:10][CH2:11][NH:12][CH3:13].[F:1][c:2]1[n:3][cH:4][cH:5][cH:6][cH:7]1.[Na+:14].[Na+:15].[O-:16][C:17](=[O:18])[O-:19]>>[c:2]1([N:9]([CH3:8])[CH2:10][CH2:11][NH:12][CH3:13])[n:3][cH:4][cH:5][cH:6][cH:7]1. The reactants are BrC1=CN(C2=NC=CC(=C21)OC2=C(C=C(C=C2)NC(C)=O)F)S(=O)(=O)C2=CC=C(C=C2)C (N-[4-({3-bromo-1-[(4-methylphenyl)sulfonyl]-1H-pyrrolo[2,3-b]pyridin-4-yl}oxy)-3-fluorophenyl]acetamide), C([O-])([O-])=O.[K+].[K+] (potassium carbonate), C1(CC1)B(O)O (cyclopropylboronic acid). Run in CN(C)C=O (DMF), ClCCl.CO (dichloromethane methanol). Reaction conditions: temperature 110 celsius. Product: C1(CC1)C1=CN(C2=NC=CC(=C21)OC2=C(C=C(C=C2)NC(C)=O)F)S(=O)(=O)C2=CC=C(C=C2)C (N-[4-({3-Cyclopropyl-1-[(4-methylphenyl)sulfonyl]-1H-pyrrolo[2,3-b]pyridin-4-yl}oxy)-3-fluorophenyl]acetamide). As a reaction SMILES: Br[C:2]1[C:10]2[C:5](=[N:6][CH:7]=[CH:8][C:9]=2[O:11][C:12]2[CH:17]=[CH:16][C:15]([NH:18][C:19](=[O:21])[CH3:20])=[CH:14][C:13]=2[F:22])[N:4]([S:23]([C:26]2[CH:31]=[CH:30][C:29]([CH3:32])=[CH:28][CH:27]=2)(=[O:25])=[O:24])[CH:3]=1.C(=O)([O-])[O-].[K+].[K+].[CH:39]1(B(O)O)[CH2:41][CH2:40]1>CN(C=O)C.ClCCl.CO>[CH:39]1([C:2]2[C:10]3[C:5](=[N:6][CH:7]=[CH:8][C:9]=3[O:11][C:12]3[CH:17]=[CH:16][C:15]([NH:18][C:19](=[O:21])[CH3:20])=[CH:14][C:13]=3[F:22])[N:4]([S:23]([C:26]3[CH:31]=[CH:30][C:29]([CH3:32])=[CH:28][CH:27]=3)(=[O:25])=[O:24])[CH:3]=2)[CH2:41][CH2:40]1 |f:1.2.3,6.7|. Procedure: 500 mg (0.96 mmol) of N-[4-({3-bromo-1-[(4-methylphenyl)sulfonyl]-1H-pyrrolo[2,3-b]pyridin-4-yl}oxy)-3-fluorophenyl]acetamide and 400 mg (2.89 mmol) of potassium carbonate are suspended in DMF (5 ml). The solution is degassed and vented with argon. 39 mg (0.05 mmol) of [1,1′-bis(diphenylphosphino)ferrocene]palladium(II) chloride/methylene dichloride complex and 207 mg (2.41 mmol) of cyclopropylboronic acid (Wallace, Debra J.; Chen, Cheng-yl; Tetrahedron Lett. 2002, 43(39), 6987-6990) are then ad... Starting materials: C(C=1C(O)=CC=CC1)=N[C@@H](CC1=CC=C(C=C1)C)C1=CC=CC=C1 ((S)-(-)-N-salicylidene-1-phenyl-2-(p-tolyl)ethylamine), cupric acetate, C(C)#N (acetonitrile), C1=CCCCC1 (cyclohexene), C(C1=CC=CC=C1)(=O)OOC(C)(C)C (t-butyl peroxybenzoate). Reagents/catalysts: [Cu] (copper). Solvent: C(C)(=O)O (acetic acid), C(C)(=O)OCC (ethyl acetate). Conditions: temperature 0 celsius, time 24 hour. Yields the product C(C)(=O)OC1C=CCCC1 (2-cyclohexenyl acetate). RXN SMILES: C(=N[C@H](C1C=CC=CC=1)CC1C=CC(C)=CC=1)[C:2]1[C:3](=[CH:5][CH:6]=[CH:7][CH:8]=1)[OH:4].C(#N)C.C1CCCCC=1.[C:34](OOC(C)(C)C)(=[O:41])[C:35]1C=CC=CC=1>[Cu].C(O)(=O)C.C(OCC)(=O)C>[C:34]([O:4][CH:3]1[CH2:2][CH2:8][CH2:7][CH:6]=[CH:5]1)(=[O:41])[CH3:35]. Procedure details: A mixture of 0.631 g of (S)-(-)-N-salicylidene-1-phenyl-2-(p-tolyl)ethylamine, 0.182 g of cupric acetate, 0.70 g of copper powder, 15 ml of acetonitrile, 10 ml of ethyl acetate, 5 ml of acetic acid, 15 ml of cyclohexene and 5 ml of t-butyl peroxybenzoate was stirred at 0° C for 24 hours in a nitrogen atmosphere. After removing the residual copper powder by filtration, the filtrate was admixed with 50 ml of benzene. The organic layer was successively washed with a 2N aqueous hydrochloric acid sol...